Dataset: the Open Reaction Database (ORD), a public repository of structured organic reaction records. Task: describe an organic reaction: reactants, conditions, products, and yield Starting materials: 4A, C1(=CC=CC=C1)B(O)O (phenylboronic acid), N1=CC=CC=C1 (pyridine), C(#N)CC=1N=CNC1 (4-cyanomethylimidazole). Reagents/catalysts: S(=O)(=O)([O-])[O-].[Cu+2] (copper (II) sulfate). Run in C(Cl)Cl (methylene chloride). Run at time 8 hour. Yields the product C1(=CC=CC=C1)N1C=NC(=C1)CC#N ((1-Phenyl-1H-imidazol-4-yl)acetonitrile). Yield: 45.6%. RXN SMILES: [C:1]1(B(O)O)[CH:6]=[CH:5][CH:4]=[CH:3][CH:2]=1.N1C=CC=CC=1.[C:16]([CH2:18][C:19]1[N:20]=[CH:21][NH:22][CH:23]=1)#[N:17]>C(Cl)Cl.S([O-])([O-])(=O)=O.[Cu+2]>[C:1]1([N:22]2[CH:23]=[C:19]([CH2:18][C:16]#[N:17])[N:20]=[CH:21]2)[CH:6]=[CH:5][CH:4]=[CH:3][CH:2]=1 |f:4.5|. Reported procedure: Molecular sieve 4A (4.88 g), copper (II) sulfate (7.71 g), phenylboronic acid (6.76 g), and pyridine (4.49 mL) were added to a solution of 4-cyanomethylimidazole (3.00 g) in methylene chloride (120 mL), and the mixture was stirred overnight at room temperature under an air atmosphere at normal pressure. The reaction solution was filtered through celite and washed with methylene chloride. Then, a saturated aqueous solution of sodium bicarbonate (200 mL) and disodium dihydrogen ethylenediaminetetr... The product is C(C)(=O)OC/C=C/C#N (γ-Acetoxycrotononitrile). Procedure: To 1-acetoxy-4-nitro-but-2-ene (4 g.) in 40 cc of methylenechloride and 40 cc of pyridine was added under ice cooling 4.4 cc of PCl3. The reaction was worked up after 1 hour stirring at room temperature. The crude product was purified by distillation and column chromatography. γ-Acetoxycrotononitrile was obtained as a colorless liquid. The solvent is C(Cl)Cl (methylenechloride), N1=CC=CC=C1 (pyridine). RXN SMILES: [C:1]([O:4][CH2:5][CH:6]=[CH:7][CH2:8][N+:9]([O-])=O)(=[O:3])[CH3:2].P(Cl)(Cl)Cl>C(Cl)Cl.N1C=CC=CC=1>[C:1]([O:4][CH2:5]/[CH:6]=[CH:7]/[C:8]#[N:9])(=[O:3])[CH3:2]. Reactants: C(C)(=O)OCC=CC[N+](=O)[O-] (1-acetoxy-4-nitro-but-2-ene), P(Cl)(Cl)Cl (PCl3). Conditions: time 1 hour. Reactants: OC1=CC=C2C=C(N=CC2=C1)NC(=O)C1CC1 (N-(7-hydroxyisoquinolin-3-yl)cyclopropanecarboxamide), BrC(F)(F)P(OCC)(OCC)=O (diethyl bromodifluoromethylphosphonate). Solvent: C(C)#N.O (acetonitrile water), C(C)(=O)OCC (ethyl acetate). Conditions: temperature -78 celsius. The product is FC(OC1=CC=C2C=C(N=CC2=C1)NC(=O)C1CC1)F (N-(7-(Difluoromethoxy)isoquinolin-3-yl)cyclopropanecarboxamide). The yield is 38.5%. Reaction SMILES: [OH:1][C:2]1[CH:11]=[C:10]2[C:5]([CH:6]=[C:7]([NH:12][C:13]([CH:15]3[CH2:17][CH2:16]3)=[O:14])[N:8]=[CH:9]2)=[CH:4][CH:3]=1.Br[C:19](P(=O)(OCC)OCC)([F:21])[F:20]>C(#N)C.O.C(OCC)(=O)C>[F:20][CH:19]([F:21])[O:1][C:2]1[CH:11]=[C:10]2[C:5]([CH:6]=[C:7]([NH:12][C:13]([CH:15]3[CH2:16][CH2:17]3)=[O:14])[N:8]=[CH:9]2)=[CH:4][CH:3]=1 |f:2.3|. Procedure details: A solution of N-(7-hydroxyisoquinolin-3-yl)cyclopropanecarboxamide (91.2 mg, 0.40 mmol), diethyl bromodifluoromethylphosphonate (212 mg, 0.80 mmol) in acetonitrile/water (1:1, 5 mL) was mixed and stirred at −78° C. After the reaction mixture was warmed to room temperature and stirred for 20 minutes, the reaction mixture was diluted with ethyl acetate, and the organic phase was separated. The water phase was extracted with ethyl acetate, and the combined organic layer was dried, concentrated and ... Reactants: FC(C1=CC=2C(=NN(N2)C2=C(C=C(C=C2)O)O)C=C1)(F)F (5-Trifluoromethyl-2-(2,4-dihydroxyphenyl)-2H-benzotriazole), C(C1CO1)OCCCC (butyl glycidyl ether), O (Water), C(C)(=O)OCC (ethyl acetate). The reagents and catalysts are [Br-].C(C)[P+](C1=CC=CC=C1)(C1=CC=CC=C1)C1=CC=CC=C1 (ethyl triphenylphosphonium bromide). Run in C=1(C(=CC=CC1)C)C (xylene). Yields the product FC(C1=CC=2C(=NN(N2)C2=C(C=C(C=C2)OCC(COCCCC)O)O)C=C1)(F)F (5-Trifluoromethyl-2-[2-hydroxy-4-(3-butoxy-2-hydroxypropoxy)phenyl]-2H-benzotriazole). As a reaction SMILES: [F:1][C:2]([F:21])([F:20])[C:3]1[CH:19]=[CH:18][C:6]2=[N:7][N:8]([C:10]3[CH:15]=[CH:14][C:13]([OH:16])=[CH:12][C:11]=3[OH:17])[N:9]=[C:5]2[CH:4]=1.[CH2:22]([O:26][CH2:27][CH2:28][CH2:29][CH3:30])[CH:23]1[O:25][CH2:24]1.O.C(OCC)(=O)C>[Br-].C([P+](C1C=CC=CC=1)(C1C=CC=CC=1)C1C=CC=CC=1)C.C1(C)C(C)=CC=CC=1>[F:21][C:2]([F:1])([F:20])[C:3]1[CH:19]=[CH:18][C:6]2=[N:7][N:8]([C:10]3[CH:15]=[CH:14][C:13]([O:16][CH2:24][CH:23]([OH:25])[CH2:22][O:26][CH2:27][CH2:28][CH2:29][CH3:30])=[CH:12][C:11]=3[OH:17])[N:9]=[C:5]2[CH:4]=1 |f:4.5|. Reported procedure: A mixture of 2.3 g of 5-trifluoromethyl-2-(2,4-dihydroxyphenyl)-2H-benzotriazole prepared in Example 31, 1.3 mL of butyl glycidyl ether and 100 mg of ethyl triphenylphosphonium bromide in 50 mL of xylene is heated to reflux under nitrogen for 14 hours. Water (25 mL) and 25 mL of ethyl acetate are added and 3 g of the crude product is isolated. Recrystallization from heptane give 2.1 g of the title compound whose structure is confirmed by nmr. Starting materials: FC1=CC=C(C=C1)[C@@H](C[C@@H](C(=O)OC)CCN1CCNCC1)OC ((2S,4R)-methyl 4-(4-fluorophenyl)-4-methoxy-2-(2-(piperazin-1-yl)ethyl)butanoate), FC1=C(C=C(C=O)C=C1)C (4-Fluoro-3-methyl-benzaldehyde), [BH-](OC(=O)C)(OC(=O)C)OC(=O)C.[Na+] (NaBH(OAc)3), CC(=O)O (AcOH). Conditions: time 8 hour. Yields the product FC1=C(C=C(CN2CCN(CC2)CC[C@H](C(=O)OC)C[C@@H](OC)C2=CC=C(C=C2)F)C=C1)C ((2S,4R)-methyl 2-(2-(4-(4-fluoro-3-methylbenzyl)piperazin-1-yl)ethyl)-4-(4-fluorophenyl)-4-methoxybutanoate). RXN SMILES: [F:1][C:2]1[CH:7]=[CH:6][C:5]([C@H:8]([O:23][CH3:24])[CH2:9][C@H:10]([CH2:15][CH2:16][N:17]2[CH2:22][CH2:21][NH:20][CH2:19][CH2:18]2)[C:11]([O:13][CH3:14])=[O:12])=[CH:4][CH:3]=1.[F:25][C:26]1[CH:33]=[CH:32][C:29]([CH:30]=O)=[CH:28][C:27]=1[CH3:34].[BH-](OC(C)=O)(OC(C)=O)OC(C)=O.[Na+].CC(O)=O>>[F:25][C:26]1[CH:33]=[CH:32][C:29]([CH2:30][N:20]2[CH2:19][CH2:18][N:17]([CH2:16][CH2:15][C@@H:10]([CH2:9][C@H:8]([C:5]3[CH:6]=[CH:7][C:2]([F:1])=[CH:3][CH:4]=3)[O:23][CH3:24])[C:11]([O:13][CH3:14])=[O:12])[CH2:22][CH2:21]2)=[CH:28][C:27]=1[CH3:34] |f:2.3|. Procedure: To a solution of (2S,4R)-methyl 4-(4-fluorophenyl)-4-methoxy-2-(2-(piperazin-1-yl)ethyl)butanoate (62 mg, 0.11 mmol) and 4-Fluoro-3-methyl-benzaldehyde (19.3 mg, 0.14 mmol) was added NaBH(OAc)3 (32.5 mg, 0.15 mmol) and AcOH (6.6 mg, 6 μL, 0.11 mmol) at room temperature. The mixture was stirred for 8 h at the room temperature. The reaction was quenched by pouring into 20 mL 5% aqueous NaOH and diluted with ethylacetate. The mixture was extracted with more ethyl acetate (3×15 mL) and the combined ...